Dataset: the Open Reaction Database (ORD), a public repository of structured organic reaction records. Task: describe an organic reaction: reactants, conditions, products, and yield The reagents and catalysts are C=1C=CC(=CC1)[P](C=2C=CC=CC2)(C=3C=CC=CC3)[Pd]([P](C=4C=CC=CC4)(C=5C=CC=CC5)C=6C=CC=CC6)([P](C=7C=CC=CC7)(C=8C=CC=CC8)C=9C=CC=CC9)[P](C=1C=CC=CC1)(C=1C=CC=CC1)C=1C=CC=CC1 (Pd(PPh3)4). Conditions: temperature 150 celsius. Run in O1CCOCC1 (dioxane). Yield: 57.0%. As a reaction SMILES: I[C:2]1[CH:11]=[CH:10][CH:9]=[C:8]2[C:3]=1[CH2:4][CH2:5][N:6]1[C:16](=[O:17])[CH2:15][NH:14][C:13](=[O:18])[CH:12]=[C:7]12.C([Sn](CCCC)(CCCC)[C:24]([O:26][CH2:27][CH3:28])=[CH2:25])CCC>O1CCOCC1.C1C=CC([P]([Pd]([P](C2C=CC=CC=2)(C2C=CC=CC=2)C2C=CC=CC=2)([P](C2C=CC=CC=2)(C2C=CC=CC=2)C2C=CC=CC=2)[P](C2C=CC=CC=2)(C2C=CC=CC=2)C2C=CC=CC=2)(C2C=CC=CC=2)C2C=CC=CC=2)=CC=1>[CH2:27]([O:26][C:24]([C:2]1[CH:11]=[CH:10][CH:9]=[C:8]2[C:3]=1[CH2:4][CH2:5][N:6]1[C:16](=[O:17])[CH2:15][NH:14][C:13](=[O:18])[CH:12]=[C:7]12)=[CH2:25])[CH3:28] |^1:46,48,67,86|. The reactants are IC1=C2CCN3C(C2=CC=C1)=CC(NCC3=O)=O (9-iodo-3,4,7,8-tetrahydro-[1,4]diazepino[7,1-a]isoquinoline-2,5-dione), C(CCC)[Sn](C(=C)OCC)(CCCC)CCCC (tributyl(1-ethoxyvinyl)stannane). Procedure: 111-1. A mixture of 9-iodo-3,4,7,8-tetrahydro-[1,4]diazepino[7,1-a]isoquinoline-2,5-dione (2.5 g, 7.06 mmol) in dioxane (15 mL) was treated with tributyl(1-ethoxyvinyl)stannane (2.98 mL, 8.82 mmol) and Pd(PPh3)4 (408 mg, 0.35 mmol) under Ar, and the mixture was heated to 150° C. for 90 min in a microwave reactor. The mixture was then filtered and the filtrate concentrated in vacuo. Purification by flash chromatography (SiO2, DCM/MeOH 99:1 to 90:10) gave the title compound (1.20 g) as a beige sol... Product: C(C)OC(=C)C1=C2CCN3C(C2=CC=C1)=CC(NCC3=O)=O (9-(1-ethoxyvinyl)-3,4,7,8-tetrahydro-[1,4]diazepino[7,1-a]isoquinoline-2,5-dione).